describe an organic reaction: reactants, conditions, products, and yield From a dataset of the Open Reaction Database (ORD), a public repository of structured organic reaction records. The reactants are CC(=O)O, O=C(O)C1COc2ccccc2C1=O. Yields the product O=C(O)C1COc2ccccc2C1. As a reaction SMILES: [CH3:15][C:16](=[O:17])[OH:18].[O:1]=[C:2]1[CH:3]([C:12](=[O:13])[OH:14])[CH2:4][O:5][c:6]2[cH:7][cH:8][cH:9][cH:10][c:11]21>>[CH2:2]1[CH:3]([C:12](=[O:13])[OH:14])[CH2:4][O:5][c:6]2[cH:7][cH:8][cH:9][cH:10][c:11]21. Starting materials: Cc1cc(O)ccc1CCCCn1ccnn1, CN(C)C=O, ClCc1cncc(-c2cccc(Cl)c2)c1, [H-], [Na+], O. The product is Cc1cc(OCc2cncc(-c3cccc(Cl)c3)c2)ccc1CCCCn1ccnn1. Reaction SMILES: [CH3:1][c:2]1[cH:3][c:4]([OH:17])[cH:5][cH:6][c:7]1[CH2:8][CH2:9][CH2:10][CH2:11][n:12]1[n:13][n:14][cH:15][cH:16]1.[CH3:36][N:37]([CH3:38])[CH:39]=[O:40].[Cl:20][CH2:21][c:22]1[cH:23][n:24][cH:25][c:26](-[c:28]2[cH:29][c:30]([Cl:34])[cH:31][cH:32][cH:33]2)[cH:27]1.[H-:18].[Na+:19].[OH2:35]>>[CH3:1][c:2]1[cH:3][c:4]([O:17][CH2:21][c:22]2[cH:23][n:24][cH:25][c:26](-[c:28]3[cH:29][c:30]([Cl:34])[cH:31][cH:32][cH:33]3)[cH:27]2)[cH:5][cH:6][c:7]1[CH2:8][CH2:9][CH2:10][CH2:11][n:12]1[n:13][n:14][cH:15][cH:16]1. Reactants: ClC=1C=NC=C(C1SC1=C(C=C(S1)C(=O)O)[N+](=O)[O-])Cl (5-[(3,5-dichloro-4-pyridyl)sulfanyl]-4-nitro-thiophene-2-carboxylic acid), NC1=CC=C(C=C1)O (4-aminophenol). The product is ClC=1C=NC=C(C1SC1=C(C=C(S1)C(=O)NC1=CC=C(C=C1)O)[N+](=O)[O-])Cl (5-((3,5-dichloropyridin-4-yl)thio)-N-(4-hydroxyphenyl)-4-nitrothiophene-2-carboxamide), solid. The yield is 5.0%. RXN SMILES: [Cl:1][C:2]1[CH:3]=[N:4][CH:5]=[C:6]([Cl:20])[C:7]=1[S:8][C:9]1[S:13][C:12]([C:14]([OH:16])=O)=[CH:11][C:10]=1[N+:17]([O-:19])=[O:18].[NH2:21][C:22]1[CH:27]=[CH:26][C:25]([OH:28])=[CH:24][CH:23]=1>>[Cl:20][C:6]1[CH:5]=[N:4][CH:3]=[C:2]([Cl:1])[C:7]=1[S:8][C:9]1[S:13][C:12]([C:14]([NH:21][C:22]2[CH:27]=[CH:26][C:25]([OH:28])=[CH:24][CH:23]=2)=[O:16])=[CH:11][C:10]=1[N+:17]([O-:19])=[O:18]. Procedure: Prepared according to the procedure described for example 70 from 5-[(3,5-dichloro-4-pyridyl)sulfanyl]-4-nitro-thiophene-2-carboxylic acid (150 mg, 0.43 mmol) and 4-aminophenol (56.0 mg, 0.51 mmol). The title compound was obtained as a solid (10 mg, 5% yield). 1H NMR (400 MHz, d6-DMSO) δ: 10.34 (1H, s), 9.36 (1H, m), 9.00 (2H, s), 8.66 (1H, m), 7.42 (2H, m), 6.74 (2H, m). MS m/z: 440.14, 442.17 [M+H]+.